This data is from the Open Reaction Database (ORD), a public repository of structured organic reaction records. The task is: describe an organic reaction: reactants, conditions, products, and yield Starting materials: Cc1nc(C(=O)O)c(-c2ccc(I)c(C)c2)o1, CC(=O)c1ccc(Cn2ncc(N)n2)o1. The product is CC(=O)c1ccc(Cn2ncc(NC(=O)c3nc(C)oc3-c3ccc(I)c(C)c3)n2)o1. RXN SMILES: [I:16][c:17]1[c:18]([CH3:32])[cH:19][c:20](-[c:23]2[c:24]([C:29](=[O:30])[OH:31])[n:25][c:26]([CH3:28])[o:27]2)[cH:21][cH:22]1.[NH2:1][c:2]1[n:3][n:4]([CH2:7][c:8]2[cH:9][cH:10][c:11]([C:13]([CH3:14])=[O:15])[o:12]2)[n:5][cH:6]1>>[NH:1]([c:2]1[n:3][n:4]([CH2:7][c:8]2[cH:9][cH:10][c:11]([C:13]([CH3:14])=[O:15])[o:12]2)[n:5][cH:6]1)[C:29]([c:24]1[c:23](-[c:20]2[cH:19][c:18]([CH3:32])[c:17]([I:16])[cH:22][cH:21]2)[o:27][c:26]([CH3:28])[n:25]1)=[O:30]. Reactants: O.C1(=CC=C(C=C1)S(=O)(=O)O)C (para-toluenesulfonic acid monohydrate), BrC1=C(C=CC=2N(N=NC21)CC(C)(C)C)N (4-bromo-1-(2,2-dimethylpropyl)-1H-1,2,3-benzotriazol-5-amine), C([O-])(O)=O.[Na+] (sodium bicarbonate), [O-]S(=O)(=S)[O-].[Na+].[Na+] (Na2S2O3), N(=O)[O-].[Na+] (sodium nitrite), [I-].[K+] (potassium iodide), aqueous solution. The solvent is C(C)#N (acetonitrile), O (water). Run at temperature 12.5 celsius, time 10 minute. Yields the product BrC1=C(C=CC=2N(N=NC21)CC(C)(C)C)I (4-bromo-1-(2,2-dimethylpropyl)-5-iodo-1H-benzotriazole). Reaction SMILES: O.C1(C)C=CC(S(O)(=O)=O)=CC=1.[Br:13][C:14]1[C:22]2[N:21]=[N:20][N:19]([CH2:23][C:24]([CH3:27])([CH3:26])[CH3:25])[C:18]=2[CH:17]=[CH:16][C:15]=1N.N([O-])=O.[Na+].[I-:33].[K+].C(=O)(O)[O-].[Na+].[O-]S([O-])(=S)=O.[Na+].[Na+]>C(#N)C.O>[Br:13][C:14]1[C:22]2[N:21]=[N:20][N:19]([CH2:23][C:24]([CH3:27])([CH3:26])[CH3:25])[C:18]=2[CH:17]=[CH:16][C:15]=1[I:33] |f:0.1,3.4,5.6,7.8,9.10.11|. Procedure details: To a solution of para-toluenesulfonic acid monohydrate (510 mg, 2.68 mmol) in acetonitrile (3.5 mL), was added 4-bromo-1-(2,2-dimethylpropyl)-1H-1,2,3-benzotriazol-5-amine (253 mg, 0.893 mmol). The resulting suspension was cooled to 10-15° C. and treated with an aqueous solution of sodium nitrite (537 μl, 1.787 mmol) and potassium iodide (536 μl, 2.23 mmol). The mixture was stirred for 10 minutes at 0° C. and then warmed to ambient temperature. The mixture was diluted with water and treated with... RXN SMILES: [C:1](#[N:2])[CH2:3][C:4](=[O:5])[O:6][CH2:7][CH3:8].[C:20]([OH:21])(=[O:22])[CH3:23].[CH3:27][C:28]#[N:29].[Cl-:25].[Cl:9][C:10](=[CH:11][CH:12]([C:13]([CH3:14])([CH3:15])[Br:17])[Br:16])[Cl:18].[Li+:26].[OH2:19].[OH2:24]>>[C:1](#[N:2])[C:3]1([C:4](=[O:5])[O:6][CH2:7][CH3:8])[CH:12]([CH:11]=[C:10]([Cl:9])[Cl:18])[C:13]1([CH3:14])[CH3:15]. Starting materials: CCOC(=O)CC#N, CC(=O)O, CC#N, [Cl-], CC(C)(Br)C(Br)C=C(Cl)Cl, [Li+], O, O. Yields the product CCOC(=O)C1(C#N)C(C=C(Cl)Cl)C1(C)C. Starting materials: BrC=1C=CC(=C(C(=O)O)C1)OC1=C(C=C(C=C1)OC)F (5-bromo-2-(2-fluoro-4-methoxyphenoxy)benzoic acid), polyphosphoric acid. The solvent is O (water). Reaction conditions: temperature 125 celsius. The product is BrC1=CC=C2OC=3C(=CC(=CC3C(C2=C1)=O)OC)F (7-bromo-4-fluoro-2-methoxy-9H-xanthen-9-one). RXN SMILES: [Br:1][C:2]1[CH:3]=[CH:4][C:5]([O:11][C:12]2[CH:17]=[CH:16][C:15]([O:18][CH3:19])=[CH:14][C:13]=2[F:20])=[C:6]([CH:10]=1)[C:7]([OH:9])=O>O>[Br:1][C:2]1[CH:10]=[C:6]2[C:5]([O:11][C:12]3[C:13]([F:20])=[CH:14][C:15]([O:18][CH3:19])=[CH:16][C:17]=3[C:7]2=[O:9])=[CH:4][CH:3]=1. Reported procedure: 5-bromo-2-(2-fluoro-4-methoxyphenoxy)benzoic acid (28.5 g, 84 mmol) and polyphosphoric acid (205 g, 2089 mmol) were combined and heated at 125° C. for two hours. The solution was diluted with water (1 L) and filtered. The solids were washed well with 2N NaOH, then with water. The solids were then dried under vacuum to afford 7-bromo-4-fluoro-2-methoxy-9H-xanthen-9-one as an off white solid. MS m/z=323.0 [M+H]. The reactants are FC=1C=C(N)C=C(C1)C(F)(F)F (3-fluoro-5-(trifluoromethyl)aniline), Cl.ClCCNCCCl (bis(2-chloroethyl)amine hydrochloride), C([O-])([O-])=O.[K+].[K+] (potassium carbonate). Run in C(CCC)O (n-butanol). Product: FC=1C=C(C=C(C1)C(F)(F)F)N1CCNCC1 (1-[3-Fluoro-5-(trifluoromethyl)phenyl]-piperazine). Isolated yield 30.3%. Reaction SMILES: [F:1][C:2]1[CH:3]=[C:4]([CH:6]=[C:7]([C:9]([F:12])([F:11])[F:10])[CH:8]=1)[NH2:5].Cl.Cl[CH2:15][CH2:16][NH:17][CH2:18][CH2:19]Cl.C(=O)([O-])[O-].[K+].[K+]>C(O)CCC>[F:1][C:2]1[CH:3]=[C:4]([N:5]2[CH2:19][CH2:18][NH:17][CH2:16][CH2:15]2)[CH:6]=[C:7]([C:9]([F:10])([F:11])[F:12])[CH:8]=1 |f:1.2,3.4.5|. Procedure details: To 60 ml of n-butanol were added 5.0 g of 3-fluoro-5-(trifluoromethyl)aniline and 5.0 g of bis(2-chloroethyl)amine hydrochloride, and the mixture was heated under reflux for 47 hours. To the reaction mixture was added 3.85 g of potassium carbonate, followed by heating under reflux for 24 hours. After cooling to room temperature, the solvent was removed by evaporation. The residue was dissolved in an 1N sodium hydroxide aqueous solution and extracted with chloroform-methanol (19:1 by volume). The... Reactants: C1(CCCCC1)N=C=NC1CCCCC1 (dicyclohexylcarbodiimide), OC1=CC=CC=2NN=NC21 (hydroxybenzotriazole), C(C)N1CCOCC1 (N-ethylmorpholine), N#N.N[C@H]([C@@H](C[C@@]1(N(CCC1)C1=CC=CC=C1)C(=O)N)O)CC1=CC=CC=C1 (N2 [3(S)-amino-2(R)-hydroxy-4-phenylbutyl]-N1 -phenyl-L-prolinamide), C(C1=CC=CC=C1)OC(=O)N[C@@H](CC(N)=O)C(=O)O (N-(benzyloxycarbonyl)-L-asparagine). Run in O1CCCC1 (tetrahydrofuran), C(C)(=O)OCC (ethyl acetate). Conditions: time 16 hour. Yields the product N#N.C(C1=CC=CC=C1)OC(=O)N[C@@H](CC(N)=O)C(=O)N[C@H]([C@@H](C[C@@]1(N(CCC1)C1=CC=CC=C1)C(=O)N)O)CC1=CC=CC=C1 (N2 [3(S)-[[N-(benzyloxycarbonyl)-L-asparaginyl]amino]-2(R)-hydroxy-4-phenylbutyl]-N1 -phenyl-L-prolinamide). Isolated yield 42.3%. As a reaction SMILES: C1(N=C=NC2CCCCC2)CCCCC1.OC1C2N=[N:23][NH:22]C=2C=CC=1.C(N1CCOCC1)C.N#N.[NH2:36][C@@H:37]([CH2:55][C:56]1[CH:61]=[CH:60][CH:59]=[CH:58][CH:57]=1)[C@H:38]([OH:54])[CH2:39][C@@:40]1([C:51]([NH2:53])=[O:52])[CH2:44][CH2:43][CH2:42][N:41]1[C:45]1[CH:50]=[CH:49][CH:48]=[CH:47][CH:46]=1.[CH2:62]([O:69][C:70]([NH:72][C@H:73]([C:78](O)=[O:79])[CH2:74][C:75](=[O:77])[NH2:76])=[O:71])[C:63]1[CH:68]=[CH:67][CH:66]=[CH:65][CH:64]=1>O1CCCC1.C(OCC)(=O)C>[N:22]#[N:23].[CH2:62]([O:69][C:70]([NH:72][C@H:73]([C:78]([NH:36][C@@H:37]([CH2:55][C:56]1[CH:57]=[CH:58][CH:59]=[CH:60][CH:61]=1)[C@H:38]([OH:54])[CH2:39][C@@:40]1([C:51]([NH2:53])=[O:52])[CH2:44][CH2:43][CH2:42][N:41]1[C:45]1[CH:50]=[CH:49][CH:48]=[CH:47][CH:46]=1)=[O:79])[CH2:74][C:75](=[O:77])[NH2:76])=[O:71])[C:63]1[CH:64]=[CH:65][CH:66]=[CH:67][CH:68]=1 |f:3.4,8.9|. Reported procedure: 0.208 g of dicyclohexylcarbodiimide, 0.124 g of hydroxybenzotriazole and 0.106 g of N-ethylmorpholine were added to a stirred solution of 0.315 g of N2 -[3(S)-amino-2(R)-hydroxy-4-phenylbutyl]-N1 -phenyl-L-prolinamide and 0.244 g of N-(benzyloxycarbonyl)-L-asparagine in 10 ml of tetrahydrofuran at 0° C. The mixture was stirred for 16 hours, then diluted with ethyl acetate and filtered. The filtrate was washed with sodium bicarbonate solution and sodium chloride solution and the solvent was then ...